This data is from the Open Reaction Database (ORD), a public repository of structured organic reaction records. The task is: describe an organic reaction: reactants, conditions, products, and yield Reactants: O1C(OCC1)CC=1C=C(C(=O)O)C=CC1 (3-(1,3-dioxolan-2-ylmethyl)benzoic acid), Cl.Cl.NC1=C(C(=O)N)C=CC=C1N (2,3-diaminobenzamide dihydrochloride), C(=O)(N1C=NC=C1)N1C=NC=C1 (1,1′-carbonyldiimidazole). Solvent: N1=CC=CC=C1 (pyridine), CN(C=O)C (N,N-dimethylformamide). Conditions: time 8 hour. The product is O1C(OCC1)CC=1C=C(C=CC1)C1=NC2=C(N1)C=CC=C2C(=O)N (2-(3-[1,3] dioxolan-2-ylmethylphenyl)-1H-benzimidazole-4-carboxamide). Reaction SMILES: [O:1]1[CH2:5][CH2:4][O:3][CH:2]1[CH2:6][C:7]1[CH:8]=[C:9]([CH:13]=[CH:14][CH:15]=1)[C:10](O)=O.C(N1C=CN=C1)(N1C=CN=C1)=O.Cl.Cl.[NH2:30][C:31]1[C:39]([NH2:40])=[CH:38][CH:37]=[CH:36][C:32]=1[C:33]([NH2:35])=[O:34]>N1C=CC=CC=1.CN(C)C=O>[O:1]1[CH2:5][CH2:4][O:3][CH:2]1[CH2:6][C:7]1[CH:8]=[C:9]([C:10]2[NH:40][C:39]3[CH:38]=[CH:37][CH:36]=[C:32]([C:33]([NH2:35])=[O:34])[C:31]=3[N:30]=2)[CH:13]=[CH:14][CH:15]=1 |f:2.3.4|. Procedure details: A solution of 3-(1,3-dioxolan-2-ylmethyl)benzoic acid (1.0 g, 4.80 mmol) in a mixture of pyridine (5 mL) and N,N-dimethylformamide (5 mL) was treated with 1,1′-carbonyldiimidazole (0.856 g, 5.28 mmol) at 45° C. for 2 hours. 2,3-diaminobenzamide dihydrochloride (synthesized as described in U.S. Pat. No. 6,737,421, column 11, EXAMPLE 2, step (e), 1.08 g, 4.80 mmol) was added and the mixture stirred at ambient temperature overnight. The mixture was concentrated and the residue purified by flash chr... Yield: 100.0%. Conditions: temperature 150 celsius. Yields the product CN1N=CC=C1C=1C=C2C(=NN(C2=CC1)C1OCCCC1)C1=CN=CC(=N1)O[C@@H]1C2(CC2)CCN(C1)C(=O)OC(C)(C)C ((4R)-tert-butyl 4-(6-(5-(1-methyl-1H-pyrazol-5-yl)-1-(tetrahydro-2H-pyran-2-yl)-1H-indazol-3-yl)pyrazin-2-yloxy)-6-azaspiro[2.5]octane-6-carboxylate). Run in O1CCOCC1 (dioxane), O (water). Starting materials: BrC=1C=C2C(=NN(C2=CC1)C1OCCCC1)C1=CN=CC(=N1)O[C@@H]1C2(CC2)CCN(C1)C(=O)OC(C)(C)C ((4R)-tert-Butyl 4-(6-(5-bromo-1-(tetrahydro-2H-pyran-2-yl)-1H-indazol-3-yl)pyrazin-2-yloxy)-6-azaspiro[2.5]octane-6-carboxylate), CN1N=CC=C1B1OC(C(O1)(C)C)(C)C (1-methyl-5-(4,4,5,5-tetramethyl-1,3,2-dioxaborolan-2-yl)-1H-pyrazole), PdCl2(Amphos), P(=O)([O-])([O-])[O-].[K+].[K+].[K+] (potassium phosphate). Reaction SMILES: Br[C:2]1[CH:3]=[C:4]2[C:8](=[CH:9][CH:10]=1)[N:7]([CH:11]1[CH2:16][CH2:15][CH2:14][CH2:13][O:12]1)[N:6]=[C:5]2[C:17]1[N:22]=[C:21]([O:23][C@H:24]2[CH2:31][N:30]([C:32]([O:34][C:35]([CH3:38])([CH3:37])[CH3:36])=[O:33])[CH2:29][CH2:28][C:25]32[CH2:27][CH2:26]3)[CH:20]=[N:19][CH:18]=1.[CH3:39][N:40]1[C:44](B2OC(C)(C)C(C)(C)O2)=[CH:43][CH:42]=[N:41]1.P([O-])([O-])([O-])=O.[K+].[K+].[K+]>O1CCOCC1.O>[CH3:39][N:40]1[C:44]([C:2]2[CH:3]=[C:4]3[C:8](=[CH:9][CH:10]=2)[N:7]([CH:11]2[CH2:16][CH2:15][CH2:14][CH2:13][O:12]2)[N:6]=[C:5]3[C:17]2[N:22]=[C:21]([O:23][C@H:24]3[CH2:31][N:30]([C:32]([O:34][C:35]([CH3:38])([CH3:37])[CH3:36])=[O:33])[CH2:29][CH2:28][C:25]43[CH2:27][CH2:26]4)[CH:20]=[N:19][CH:18]=2)=[CH:43][CH:42]=[N:41]1 |f:2.3.4.5|. Procedure details: (4R)-tert-Butyl 4-(6-(5-bromo-1-(tetrahydro-2H-pyran-2-yl)-1H-indazol-3-yl)pyrazin-2-yloxy)-6-azaspiro[2.5]octane-6-carboxylate (158 mg, 0.270 mmol), 1-methyl-5-(4,4,5,5-tetramethyl-1,3,2-dioxaborolan-2-yl)-1H-pyrazole (Aldrich, St. Louis, Mo.; 84 mg, 0.405 mmol), PdCl2(Amphos) (Aldrich, St. Louis, Mo.; 19.14 mg, 0.027 mmol), and potassium phosphate (172 mg, 0.811 mmol) in a mixture of dioxane (2.5 mL) and water (0.250 mL) was heated by microwave at 150° C. for 5 min. The resulting mixture was h... The reactants are BrC1=C2CC(C(C2=CC(=C1OC)C(C)(C)C)=O)C (4-bromo-6-tertbutyl-5-methoxy-2-methylindanone), C(C)(C)(C)C=1C=C(C=C(C1)C(C)(C)C)B(O)O (3,5-di-tert-butylphenylboronic acid), C(=O)([O-])[O-].[Na+].[Na+] (Na2CO3), C1=CC=C(C=C1)P(C2=CC=CC=C2)C3=CC=CC=C3 (PPh3). The reagents and catalysts are CC(=O)[O-].CC(=O)[O-].[Pd+2] (Pd(OAc)2). Solvent: COCCOC (1,2-dimethoxyethane), O (water). Yields the product C(C)(C)(C)C1=C(C(=C2CC(C(C2=C1)=O)C)C1=CC(=CC(=C1)C(C)(C)C)C(C)(C)C)OC (6-tert-Butyl-4-(3,5-di-tert-butylphenyl)-5-methoxy-2-methylindan-1-one). The yield is 44.6%. RXN SMILES: Br[C:2]1[C:10]([O:11][CH3:12])=[C:9]([C:13]([CH3:16])([CH3:15])[CH3:14])[CH:8]=[C:7]2[C:3]=1[CH2:4][CH:5]([CH3:18])[C:6]2=[O:17].[C:19]([C:23]1[CH:24]=[C:25](B(O)O)[CH:26]=[C:27]([C:29]([CH3:32])([CH3:31])[CH3:30])[CH:28]=1)([CH3:22])([CH3:21])[CH3:20].C([O-])([O-])=O.[Na+].[Na+].C1C=CC(P(C2C=CC=CC=2)C2C=CC=CC=2)=CC=1>CC([O-])=O.CC([O-])=O.[Pd+2].COCCOC.O>[C:13]([C:9]1[CH:8]=[C:7]2[C:3]([CH2:4][CH:5]([CH3:18])[C:6]2=[O:17])=[C:2]([C:25]2[CH:24]=[C:23]([C:19]([CH3:21])([CH3:20])[CH3:22])[CH:28]=[C:27]([C:29]([CH3:32])([CH3:31])[CH3:30])[CH:26]=2)[C:10]=1[O:11][CH3:12])([CH3:16])([CH3:15])[CH3:14] |f:2.3.4,6.7.8|. Reported procedure: A mixture of 30.7 g (98.6 mmol) of 4-bromo-6-tertbutyl-5-methoxy-2-methylindanone, 30.6 g (128 mmol) 3,5-di-tert-butylphenylboronic acid, 29.7 g (280 mmol) of Na2CO3, 1.35 g (5.92 mmol; 6 mol. %) of Pd(OAc)2, 3.15 g (11.8 mmol; 12 mol. %) of PPh3, 130 ml of water, and 380 ml of 1,2-dimethoxyethane was refluxed for 12 h. Further on, the reaction mixture was quenched with water, solvents were evaporated. The residue was dissolved in 500 ml of dichloromethane, and this solution was washed by 500 ml... Reaction SMILES: [CH2:1]1[CH2:2][CH2:3][NH:4][CH2:5][CH2:6]1.[CH3:7][N:8]([CH3:9])[CH:10]=[O:11].[Cl:12][c:13]1[c:14]([N+:20](=[O:21])[O-:22])[cH:15][c:16]([Cl:19])[cH:17][cH:18]1.[OH2:23]>>[CH2:1]1[CH2:2][CH2:3][N:4]([c:13]2[c:14]([N+:20](=[O:21])[O-:22])[cH:15][c:16]([Cl:19])[cH:17][cH:18]2)[CH2:5][CH2:6]1. The product is O=[N+]([O-])c1cc(Cl)ccc1N1CCCCC1. Starting materials: C1CCNCC1, CN(C)C=O, O=[N+]([O-])c1cc(Cl)ccc1Cl, O.